From a dataset of the Open Reaction Database (ORD), a public repository of structured organic reaction records. describe an organic reaction: reactants, conditions, products, and yield Reactants: C(C)[C@@]12[C@H](CCCC=3C1=CC=1C=NN(C1C3)C3=CC=C(C=C3)F)C[C@@](CC2)(O)C#C ((3R,4aR,12bR)-12b-ethyl-3-ethynyl-9-(4-fluorophenyl)-1,2,3,4,4a,5,6,7,9,12b-decahydrobenzo[6,7]cyclohepta[1,2-f]indazol-3-ol). The reagents and catalysts are [Pd] (Pd/C). Run in C1CCOC1 (THF). Reaction conditions: time 2 hour. The product is C(C)[C@]1(CC[C@@]2([C@H](CCCC=3C2=CC=2C=NN(C2C3)C3=CC=C(C=C3)F)C1)CC)O ((3R,4aR,12bR)-3,12b-diethyl-9-(4-fluorophenyl)-1,2,3,4,4a,5,6,7,9,12b-decahydrobenzo[6,7]cyclohepta[1,2-f]indazol-3-ol). As a reaction SMILES: [CH2:1]([C@@:3]12[CH2:27][CH2:26][C@@:25]([C:29]#[CH:30])([OH:28])[CH2:24][C@H:4]1[CH2:5][CH2:6][CH2:7][C:8]1[C:9]2=[CH:10][C:11]2[CH:12]=[N:13][N:14]([C:17]3[CH:22]=[CH:21][C:20]([F:23])=[CH:19][CH:18]=3)[C:15]=2[CH:16]=1)[CH3:2]>[Pd].C1COCC1>[CH2:29]([C@:25]1([OH:28])[CH2:24][C@H:4]2[CH2:5][CH2:6][CH2:7][C:8]3[C:9](=[CH:10][C:11]4[CH:12]=[N:13][N:14]([C:17]5[CH:22]=[CH:21][C:20]([F:23])=[CH:19][CH:18]=5)[C:15]=4[CH:16]=3)[C@:3]2([CH2:1][CH3:2])[CH2:27][CH2:26]1)[CH3:30]. Procedure details: A solution of (3R,4aR,12bR)-12b-ethyl-3-ethynyl-9-(4-fluorophenyl)-1,2,3,4,4a,5,6,7,9,12b-decahydrobenzo[6,7]cyclohepta[1,2-f]indazol-3-ol (11, R1=4-Fluorophenyl, R2=Ethyl, R3=Ethynyl) (0.0331 g, 0.082 mmol) and THF (1.00 mL) was added to 10 wt % Pd/C (wet) (0.006 g). The mixture was placed under a hydrogen atmosphere using a balloon. After about 2 h, the hydrogen was evacuated. The mixture was filtered through Celite® rinsing with DCM (20 mL). The organic volatiles were removed under reduced pr... Reactants: C(=C)C1=CC=C(CCl)C=C1 (p-vinylbenzyl chloride), [OH-].[K+] (potassium hydroxide), C(C)(C)(C)C1=CC(=CC(=C1O)C(C)(C)C)C (2,6-di-tert-butyl-p-cresol), SCCO (2-mercaptoethanol). Solvent: C(C)O (ethanol). Run at time 8 hour. Yields the product OCCSCC1=CC=C(C=C1)C=C (p-Vinylbenzyl 2-Hydroxyethyl Sulfide). Yield: 85.0%. Reaction SMILES: [OH-].[K+].C(C1C(O)=C(C(C)(C)C)C=C(C)C=1)(C)(C)C.[SH:19][CH2:20][CH2:21][OH:22].[CH:23]([C:25]1[CH:32]=[CH:31][C:28]([CH2:29]Cl)=[CH:27][CH:26]=1)=[CH2:24]>C(O)C>[OH:22][CH2:21][CH2:20][S:19][CH2:29][C:28]1[CH:31]=[CH:32][C:25]([CH:23]=[CH2:24])=[CH:26][CH:27]=1 |f:0.1|. Procedure: To a solution of potassium hydroxide (86 g, 1.3 moles) and 2,6-di-tert-butyl-p-cresol (1 g) in ethanol (1 liter) at room temperature was added under nitrogen atmosphere 2-mercaptoethanol (100 g, 1.3 moles), over fifteen minutes. Following addition the solution was stirred an additional hour at room temperature and then p-vinylbenzyl chloride (198 g, 1.3 moles) was added at room temperature over one hour. After addition, the mixture was allowed to reach ambient temperature overnight. The mixture ... Starting materials: C(C)(C)[N-]C(C)C.[Li+] (lithium diisopropylamide), O1CCCC1 (tetrahydrofuran), ice water, Cl (hydrochloric acid), 4-Hydroxypropyltriphenylphosphonium bromide, O1CCCC1 (tetrahydrofuran), C(=O)C1=CC=C(C(=O)N2CCC(CC2)N2C(=O)CCC3=CC=CC=C23)C=C1 (1-[1-(4-formylbenzoyl)-4-piperidinyl]-3,4-dihydrocarbostyril). Reaction conditions: time 1 hour. Yields the product OCCC=CC1=CC=C(C(=O)N2CCC(CC2)N2C(=O)CCC3=CC=CC=C23)C=C1 (1-{1-[4-(4-hydroxy-1-butenyl)benzoyl]-4-piperidinyl}-3,4-dihydrocarbostyril). As a reaction SMILES: C([N-]C(C)C)(C)C.[Li+].[CH:9]([C:11]1[CH:35]=[CH:34][C:14]([C:15]([N:17]2[CH2:22][CH2:21][CH:20]([N:23]3[C:33]4[C:28](=[CH:29][CH:30]=[CH:31][CH:32]=4)[CH2:27][CH2:26][C:24]3=[O:25])[CH2:19][CH2:18]2)=[O:16])=[CH:13][CH:12]=1)=O.Cl.[O:37]1C[CH2:40][CH2:39][CH2:38]1>>[OH:37][CH2:38][CH2:39][CH:40]=[CH:9][C:11]1[CH:35]=[CH:34][C:14]([C:15]([N:17]2[CH2:18][CH2:19][CH:20]([N:23]3[C:33]4[C:28](=[CH:29][CH:30]=[CH:31][CH:32]=4)[CH2:27][CH2:26][C:24]3=[O:25])[CH2:21][CH2:22]2)=[O:16])=[CH:13][CH:12]=1 |f:0.1|. Procedure details: 4-Hydroxypropyltriphenylphosphonium bromide (2.4 g) is dispersed into tetrahydrofuran (50 ml) and thereto is added dropwise lithium diisopropylamide (a solution in 1.99N tetrahydrofuran) (6.1 ml) at 0°-5° C. After adding, the mixture is stirred at 0°-5° C. for 1 hour and thereto is added 1-[1-(4-formylbenzoyl)-4-piperidinyl]-3,4-dihydrocarbostyril (2 g). The mixture is stirred at room temperature overnight. The reaction mixture is poured into ice-water and adjusted to pH 4-5 by adding conc. hydr...